Dataset: the Open Reaction Database (ORD), a public repository of structured organic reaction records. Task: describe an organic reaction: reactants, conditions, products, and yield Starting materials: CN(C)C=O, [Cl-], COC(=O)Cc1cc(Cl)cn1CCI, [Na+]. Yields the product COC(=O)C1CCn2cc(Cl)cc21. As a reaction SMILES: [CH3:17][N:18]([CH3:19])[CH:20]=[O:21].[Cl-:16].[I:1][CH2:2][CH2:3][n:4]1[c:5]([CH2:10][C:11](=[O:12])[O:13][CH3:14])[cH:6][c:7]([Cl:9])[cH:8]1.[Na+:15]>>[CH2:2]1[CH2:3][n:4]2[c:5]([cH:6][c:7]([Cl:9])[cH:8]2)[CH:10]1[C:11](=[O:12])[O:13][CH3:14]. Reactants: CC(C)(C)N(C(=O)[O-])C1CC(N2Cc3cn(CC(N)=O)nc3C2)COC1c1cc(F)ccc1F, ClCCl, O=C(O)C(F)(F)F. Yields the product NC(=O)Cn1cc2c(n1)CN(C1COC(c3cc(F)ccc3F)C(N)C1)C2. RXN SMILES: [C:1]([N:5]([C:2](=[O:3])[O-:4])[CH:9]1[CH:10]([c:27]2[c:28]([F:34])[cH:29][cH:30][c:31]([F:33])[cH:32]2)[O:11][CH2:12][CH:13]([N:15]2[CH2:16][c:17]3[n:18][n:19]([CH2:23][C:24](=[O:25])[NH2:26])[cH:20][c:21]3[CH2:22]2)[CH2:14]1)([CH3:6])([CH3:7])[CH3:8].[Cl:42][CH2:43][Cl:44].[F:35][C:36]([F:37])([F:38])[C:39]([OH:40])=[O:41]>>[NH2:5][CH:9]1[CH:10]([c:27]2[c:28]([F:34])[cH:29][cH:30][c:31]([F:33])[cH:32]2)[O:11][CH2:12][CH:13]([N:15]2[CH2:16][c:17]3[n:18][n:19]([CH2:23][C:24](=[O:25])[NH2:26])[cH:20][c:21]3[CH2:22]2)[CH2:14]1. Reactants: CC(C)(C)OC(=O)NCCCN, O=c1c2c(Cl)ccn2nc(C(Cl)C2CC2)n1Cc1ccccc1, CN1CCCC1=O. Yields the product CC(C)(C)OC(=O)NCCCNC(c1nn2ccc(Cl)c2c(=O)n1Cc1ccccc1)C1CC1. As a reaction SMILES: [C:1]([CH3:2])([CH3:3])([CH3:4])[O:5][C:6]([NH:7][CH2:8][CH2:9][CH2:10][NH2:11])=[O:12].[CH2:13]([c:14]1[cH:15][cH:16][cH:17][cH:18][cH:19]1)[n:20]1[c:21]([CH:31]([CH:32]2[CH2:33][CH2:34]2)[Cl:35])[n:22][n:23]2[c:24]([c:25]1=[O:26])[c:27]([Cl:30])[cH:28][cH:29]2.[CH3:36][N:37]1[CH2:38][CH2:39][CH2:40][C:41]1=[O:42]>>[C:1]([CH3:2])([CH3:3])([CH3:4])[O:5][C:6]([NH:7][CH2:8][CH2:9][CH2:10][NH:11][CH:31]([c:21]1[n:20]([CH2:13][c:14]2[cH:15][cH:16][cH:17][cH:18][cH:19]2)[c:25](=[O:26])[c:24]2[n:23]([n:22]1)[cH:29][cH:28][c:27]2[Cl:30])[CH:32]1[CH2:33][CH2:34]1)=[O:12]. The reactants are O=C1c2ccc(Br)cc2CN1C1CC1, O=C([O-])[O-], CC1(C)OB(c2cnc(N)nc2)OC1(C)C, Cc1ccccc1, CCO, [K+], [K+], O, c1ccc(P(c2ccccc2)(c2ccccc2)[Pd](P(c2ccccc2)(c2ccccc2)c2ccccc2)(P(c2ccccc2)(c2ccccc2)c2ccccc2)P(c2ccccc2)(c2ccccc2)c2ccccc2)cc1. Yields the product Nc1ncc(-c2ccc3c(c2)CN(C2CC2)C3=O)cn1. RXN SMILES: [Br:7][c:8]1[cH:9][c:10]2[c:14]([cH:15][cH:16]1)[C:13](=[O:17])[N:12]([CH:18]1[CH2:19][CH2:20]1)[CH2:11]2.[C:1](=[O:2])([O-:3])[O-:4].[CH3:21][C:22]1([CH3:23])[C:24]([CH3:25])([CH3:26])[O:27][B:28]([c:29]2[cH:30][n:31][c:32]([NH2:35])[n:33][cH:34]2)[O:36]1.[CH3:38][c:39]1[cH:40][cH:41][cH:42][cH:43][cH:44]1.[CH3:45][CH2:46][OH:47].[K+:5].[K+:6].[OH2:37].[cH:48]1[cH:49][cH:50][c:51]([P:52]([Pd:53]([P:54]([c:55]2[cH:56][cH:57][cH:58][cH:59][cH:60]2)([c:61]2[cH:62][cH:63][cH:64][cH:65][cH:66]2)[c:67]2[cH:68][cH:69][cH:70][cH:71][cH:72]2)([P:73]([c:74]2[cH:75][cH:76][cH:77][cH:78][cH:79]2)([c:80]2[cH:81][cH:82][cH:83][cH:84][cH:85]2)[c:86]2[cH:87][cH:88][cH:89][cH:90][cH:91]2)[P:92]([c:93]2[cH:94][cH:95][cH:96][cH:97][cH:98]2)([c:99]2[cH:100][cH:101][cH:102][cH:103][cH:104]2)[c:105]2[cH:106][cH:107][cH:108][cH:109][cH:110]2)([c:111]2[cH:112][cH:113][cH:114][cH:115][cH:116]2)[c:117]2[cH:118][cH:119][cH:120][cH:121][cH:122]2)[cH:123][cH:124]1>>[c:8]1(-[c:29]2[cH:30][n:31][c:32]([NH2:35])[n:33][cH:34]2)[cH:9][c:10]2[c:14]([cH:15][cH:16]1)[C:13](=[O:17])[N:12]([CH:18]1[CH2:19][CH2:20]1)[CH2:11]2. The reactants are Cc1cc(N2CCN(C(=O)OC(C)(C)C)CC2)cc(N)c1[N+](=O)[O-], CO. Yields the product Cc1cc(N2CCN(C(=O)OC(C)(C)C)CC2)cc(N)c1N. Reaction SMILES: [C:1]([CH3:2])([CH3:3])([CH3:4])[O:5][C:6](=[O:7])[N:8]1[CH2:9][CH2:10][N:11]([c:14]2[cH:15][c:16]([NH2:24])[c:17]([N+:21]([O-:22])=[O:23])[c:18]([CH3:20])[cH:19]2)[CH2:12][CH2:13]1.[CH3:25][OH:26]>>[C:1]([CH3:2])([CH3:3])([CH3:4])[O:5][C:6](=[O:7])[N:8]1[CH2:9][CH2:10][N:11]([c:14]2[cH:15][c:16]([NH2:24])[c:17]([NH2:21])[c:18]([CH3:20])[cH:19]2)[CH2:12][CH2:13]1. Starting materials: CSC1=C(C(=NS1)C(F)(F)F)C(=O)O (5-Methylthio-3-(trifluoromethyl)isothiazole-4-carboxylic acid), cuprous oxide. Solvent: N1=CC=CC2=CC=CC=C12 (quinoline), CCOCC (ether). Conditions: temperature 170 celsius. Yields the product CSC1=CC(=NS1)C(F)(F)F (5-Methylthio-3-(trifluoromethyl)isothiazole). RXN SMILES: [CH3:1][S:2][C:3]1[S:7][N:6]=[C:5]([C:8]([F:11])([F:10])[F:9])[C:4]=1C(O)=O>N1C2C(=CC=CC=2)C=CC=1.CCOCC>[CH3:1][S:2][C:3]1[S:7][N:6]=[C:5]([C:8]([F:11])([F:9])[F:10])[CH:4]=1. Procedure details: 5-Methylthio-3-(trifluoromethyl)isothiazole-4-carboxylic acid (9.4 g, 39 mmol) was dissolved in 15 mL of quinoline and 0.6 g (4.2 mmol) of cuprous oxide was added. The mixture was heated at 170° C. for about 30 min and then allowed to cool. It was then diluted with ether and the resulting solution was washed with 100 mL of 2N hydrochloric acid, dried over sodium bicarbonate, filtered, and distilled to obtain 6.55 g (85 percent of theory) of the title compound as a colorless liquid boiling at 126... The reactants are Cc1cc(CN(CCC(C)C)C(=O)OC(C)(C)C)ccc1-c1ccc([N+](=O)[O-])cc1, CO, [H][H]. Product: Cc1cc(CN(CCC(C)C)C(=O)OC(C)(C)C)ccc1-c1ccc(N)cc1. Reaction SMILES: [C:1]([CH3:2])([CH3:3])([CH3:4])[O:5][C:6]([N:7]([CH2:8][c:9]1[cH:10][c:11]([CH3:24])[c:12](-[c:15]2[cH:16][cH:17][c:18]([N+:21]([O-:22])=[O:23])[cH:19][cH:20]2)[cH:13][cH:14]1)[CH2:25][CH2:26][CH:27]([CH3:28])[CH3:29])=[O:30].[CH3:33][OH:34].[H:31][H:32]>>[C:1]([CH3:2])([CH3:3])([CH3:4])[O:5][C:6]([N:7]([CH2:8][c:9]1[cH:10][c:11]([CH3:24])[c:12](-[c:15]2[cH:16][cH:17][c:18]([NH2:21])[cH:19][cH:20]2)[cH:13][cH:14]1)[CH2:25][CH2:26][CH:27]([CH3:28])[CH3:29])=[O:30].